This data is from the Open Reaction Database (ORD), a public repository of structured organic reaction records. The task is: describe an organic reaction: reactants, conditions, products, and yield Starting materials: O.[OH-].[Li+] (lithium hydroxide monohydrate), C(C)(C)(C)OC(=O)N1N=CC2=CC(=CC=C12)CC(NC(=O)N1CCC(CC1)N1C(NC2=CC=CC=C2C1)=O)C(=O)OC (5-(2-methoxycarbonyl-2-{[4-(2-oxo-1,4-dihydro-2H-quinazolin-3-yl)-piperidine-1-carbonyl]-amino}-ethyl)-indazole-1-carboxylic acid tert-butyl ester). The solvent is O (water), O1CCCC1 (tetrahydrofuran), CO (methanol). Run at temperature 0 celsius, time 6 hour. Product: N1N=CC2=CC(=CC=C12)CC(C(=O)O)NC(=O)N1CCC(CC1)N1C(NC2=CC=CC=C2C1)=O ((±)-3-(1H-Indazol-5-yl)-2-{[4-(2-oxo-1,4-dihydro-2H-quinazolin-3-yl)-piperidine-1-carbonyl]-amino}-propionic acid). Yield: 80.5%. RXN SMILES: C(OC([N:8]1[C:16]2[C:11](=[CH:12][C:13]([CH2:17][CH:18]([C:39]([O:41]C)=[O:40])[NH:19][C:20]([N:22]3[CH2:27][CH2:26][CH:25]([N:28]4[CH2:37][C:36]5[C:31](=[CH:32][CH:33]=[CH:34][CH:35]=5)[NH:30][C:29]4=[O:38])[CH2:24][CH2:23]3)=[O:21])=[CH:14][CH:15]=2)[CH:10]=[N:9]1)=O)(C)(C)C.O.[OH-].[Li+]>O1CCCC1.CO.O>[NH:8]1[C:16]2[C:11](=[CH:12][C:13]([CH2:17][CH:18]([NH:19][C:20]([N:22]3[CH2:27][CH2:26][CH:25]([N:28]4[CH2:37][C:36]5[C:31](=[CH:32][CH:33]=[CH:34][CH:35]=5)[NH:30][C:29]4=[O:38])[CH2:24][CH2:23]3)=[O:21])[C:39]([OH:41])=[O:40])=[CH:14][CH:15]=2)[CH:10]=[N:9]1 |f:1.2.3|. Reported procedure: A solution of 5-(2-methoxycarbonyl-2-{[4-(2-oxo-1,4-dihydro-2H-quinazolin-3-yl)-piperidine-1-carbonyl]-amino}-ethyl)-indazole-1-carboxylic acid tert-butyl ester (168 mg, 0.29 mmol) was dissolved in tetrahydrofuran (5 mL) in methanol (5 mL) was cooled to 0° C. A solution of lithium hydroxide monohydrate (49 mg, 2.04 mmol) in water (5 mL) was added. The reaction mixture was stirred at 0° C. for 6 h and then placed in the freezer for a further 16 h. The solvents were removed in vacuo and the residu... Starting materials: C(C1=CC=CC=C1)OC=1C(=C(C=O)C(=CC1)F)F (3-Benzyloxy-2,6-difluoro-benzaldehyde), N1N=CC2=CC=CC=C12 (azaindole), aldehyde, N1=CC(=CC=C1)C=1C=C2C(=NC1)NC=C2 (5-Pyridin-3-yl-1H-pyrrolo[2,3-b]pyridine). Yields the product C(C1=CC=CC=C1)OC=1C(=C(CC2=CNC3=NC=C(C=C32)C=3C=NC=CC3)C(=CC1)F)F (3-(3-Benzyloxy-2,6-difluoro-benzyl)-5-pyridin-3-yl-1H-pyrrolo[2,3-b]pyridine). Reaction SMILES: [CH2:1]([O:8][C:9]1[C:10]([F:18])=[C:11]([C:14]([F:17])=[CH:15][CH:16]=1)[CH:12]=O)[C:2]1[CH:7]=[CH:6][CH:5]=[CH:4][CH:3]=1.[N:19]1[CH:24]=[CH:23][CH:22]=[C:21]([C:25]2[CH:26]=[C:27]3[CH:33]=[CH:32][NH:31][C:28]3=[N:29][CH:30]=2)[CH:20]=1.N1C2C(=CC=CC=2)C=N1>>[CH2:1]([O:8][C:9]1[C:10]([F:18])=[C:11]([C:14]([F:17])=[CH:15][CH:16]=1)[CH2:12][C:33]1[C:27]2[C:28](=[N:29][CH:30]=[C:25]([C:21]3[CH:20]=[N:19][CH:24]=[CH:23][CH:22]=3)[CH:26]=2)[NH:31][CH:32]=1)[C:2]1[CH:7]=[CH:6][CH:5]=[CH:4][CH:3]=1. Reported procedure: Additional compounds were prepared following steps 3 and 4 of Scheme 43a, replacing 3-benzyloxy-2,6-difluoro-benzaldehyde 526 with an appropriate aldehyde and/or pyridin-3-yl-1H-pyrrolo[2,3-b]pyridine 89 with an appropriate azaindole (see Example 9 or Example 16) in Step 3. The following compounds were made following this procedure: Product: P(=O)(OC(C)(C)C)(OC(C)(C)C)OCCl (di-tert-butyl chloromethyl phosphate). The reactants are C(C)(C)(C)OP(=O)(OC(C)(C)C)[O-].[K+] (potassium di-tert-butylphosphate), C([O-])(O)=O.[Na+] (sodium bicarbonate), S(=O)(=O)(OCCl)Cl (Chloromethyl chlorosulfate). Run at temperature 0 celsius, time 10 minute. Reagents/catalysts: S(=O)(=O)(O)[O-].C(CCC)[N+](CCCC)(CCCC)CCCC (tetrabutylammonium hydrogen sulfate). Solvent: O (water), C(Cl)Cl (methylene chloride), C(Cl)Cl (methylene chloride). Isolated yield 59.3%. Reported procedure: To a solution of potassium di-tert-butylphosphate (2.45 g, 9.51 mmol), sodium bicarbonate (3.19 g, 38.0 mmol) and tetrabutylammonium hydrogen sulfate (340.2 mg, 0.972 mmol) in water (80 mL), was added methylene chloride (50 mL). The mixture was cooled to 0° C. and stirred vigorously under argon for 10 min. Chloromethyl chlorosulfate (1.92 g, 1.2 mL, 11.6 mmol) in methylene chloride (30 mL) was added slowly and the reaction was stirred at room temperature overnight. The organic layer was separate... As a reaction SMILES: [C:1]([O:5][P:6]([O-:13])([O:8][C:9]([CH3:12])([CH3:11])[CH3:10])=[O:7])([CH3:4])([CH3:3])[CH3:2].[K+].C(=O)(O)[O-].[Na+].S(Cl)(O[CH2:24][Cl:25])(=O)=O>S([O-])(O)(=O)=O.C([N+](CCCC)(CCCC)CCCC)CCC.O.C(Cl)Cl>[P:6]([O:13][CH2:24][Cl:25])([O:5][C:1]([CH3:4])([CH3:3])[CH3:2])([O:8][C:9]([CH3:12])([CH3:11])[CH3:10])=[O:7] |f:0.1,2.3,5.6|. The reactants are C(C)(=O)OC(C)=O (Acetic anhydride), NC1=C(C(=C(C#N)C=C1)C)C (4-amino-2,3-dimethylbenzonitrile). The solvent is C(C)(=O)OCC (ethyl acetate). Conditions: time 4 hour. Yields the product C(#N)C1=C(C(=C(C=C1)NC(C)=O)C)C (N-(4-cyano-2,3-dimethylphenyl)acetamide). Yield: 81.8%. As a reaction SMILES: C(O[C:5](=[O:7])[CH3:6])(=O)C.[NH2:8][C:9]1[CH:16]=[CH:15][C:12]([C:13]#[N:14])=[C:11]([CH3:17])[C:10]=1[CH3:18]>C(OCC)(=O)C>[C:13]([C:12]1[CH:15]=[CH:16][C:9]([NH:8][C:5](=[O:7])[CH3:6])=[C:10]([CH3:18])[C:11]=1[CH3:17])#[N:14]. Procedure: Acetic anhydride (1.36 ml, 14.4 mmol) was added to a solution of 4-amino-2,3-dimethylbenzonitrile (1.32 g, 9.03 mmol) in ethyl acetate (10 ml) at room temperature, and then the reaction was carried out for 4 hours under reflux conditions. After the reaction mixture was cooled, the precipitate obtained was collected by filtration and dried to obtain N-(4-cyano-2,3-dimethylphenyl)acetamide (1.39 g, 81.8%). Reactants: FC(C(=O)O)(F)F (trifluoroacetic acid), ClC1=C(C=CC=C1)N1C=2N(C3=NC(=NC=C3C1=O)S(=O)C)C=CN2 (4-(2-Chloro-phenyl)-8-methanesulfinyl-4H-3,4,7,9,9b-pentaaza-cyclopenta[a]naphthalen-5-one), NC1=CC=C(C=C1)C1N(CCC1)C(=O)OC(C)(C)C (tert-butyl 2-(4-aminophenyl)pyrrolidine-1-carboxylate). Run in C(C)(=O)OCC (ethyl acetate). Run at temperature 35 celsius, time 8 hour. Product: ClC1=C(C=CC=C1)N1C=2N(C3=C(C1=O)C=NC(=N3)NC3=CC=C(C=C3)C3NCCC3)C=CN2 (6-(2-chlorophenyl)-2-{[4-(pyrrolidin-2-yl)phenyl]amino}imidazo[1,2-a]pyrimido[5,4-e]pyrimidin-5(6H)-one), FC(C(=O)O)(F)F (trifluoroacetic acid). As a reaction SMILES: [Cl:1][C:2]1[CH:7]=[CH:6][CH:5]=[CH:4][C:3]=1[N:8]1[C:17](=[O:18])[C:16]2[C:11](=[N:12][C:13](S(C)=O)=[N:14][CH:15]=2)[N:10]2[CH:22]=[CH:23][N:24]=[C:9]12.[NH2:25][C:26]1[CH:31]=[CH:30][C:29]([CH:32]2[CH2:36][CH2:35][CH2:34][N:33]2C(OC(C)(C)C)=O)=[CH:28][CH:27]=1.[F:44][C:45]([F:50])([F:49])[C:46]([OH:48])=[O:47]>C(OCC)(=O)C>[Cl:1][C:2]1[CH:7]=[CH:6][CH:5]=[CH:4][C:3]=1[N:8]1[C:17](=[O:18])[C:16]2[CH:15]=[N:14][C:13]([NH:25][C:26]3[CH:27]=[CH:28][C:29]([CH:32]4[CH2:36][CH2:35][CH2:34][NH:33]4)=[CH:30][CH:31]=3)=[N:12][C:11]=2[N:10]2[CH:22]=[CH:23][N:24]=[C:9]12.[F:44][C:45]([F:50])([F:49])[C:46]([OH:48])=[O:47]. Procedure details: A mixture of Example 1E (0.048 g, 0.133 mmol) and tert-butyl 2-(4-aminophenyl)pyrrolidine-1-carboxylate (0.056 g, 0.213 mmol) was heated in a capped vial at 130° C. for 30 minutes. The reaction mixture was treated with ethyl acetate and washed with saturated aqueous NaHCO3. The organic layer was dried over MgSO4, filtered, and concentrated. The residue was dissolved in CH2Cl2 (2 mL) and treated with trifluoroacetic acid (0.103 ml, 1.334 mmol). The mixture was stirred at 35° C. overnight, concent... The reactants are ClC1=CNC2=CC(=CC=C12)C(=O)NC(COCC1CCNCC1)C1=C(C=CC=C1)Cl (3-chloro-N-[1-(2-chlorophenyl)-2-(piperidin-4-ylmethoxy)ethyl]-1H-indole-6-carboxamide), C([O-])([O-])=O.[K+].[K+] (potassium carbonate), FC(S(=O)(=O)OCC(F)(F)F)(F)F (2,2,2-trifluoroethyl trifluoromethane-sulfonate), O (water). Run in CS(=O)C (DMSO). Product: ClC1=CNC2=CC(=CC=C12)C(=O)NC(COCC1CCN(CC1)CC(F)(F)F)C1=C(C=CC=C1)Cl (3-Chloro-N-[1-(2-chlorophenyl)-2-[1-(2,2,2-trifluoroethyl)-piperidin-4-ylmethoxy]ethyl]-1H-indole-6-carboxamide). The yield is 29.6%. As a reaction SMILES: [Cl:1][C:2]1[C:10]2[C:5](=[CH:6][C:7]([C:11]([NH:13][CH:14]([C:24]3[CH:29]=[CH:28][CH:27]=[CH:26][C:25]=3[Cl:30])[CH2:15][O:16][CH2:17][CH:18]3[CH2:23][CH2:22][NH:21][CH2:20][CH2:19]3)=[O:12])=[CH:8][CH:9]=2)[NH:4][CH:3]=1.C(=O)([O-])[O-].[K+].[K+].FC(F)(F)S(O[CH2:43][C:44]([F:47])([F:46])[F:45])(=O)=O.O>CS(C)=O>[Cl:1][C:2]1[C:10]2[C:5](=[CH:6][C:7]([C:11]([NH:13][CH:14]([C:24]3[CH:29]=[CH:28][CH:27]=[CH:26][C:25]=3[Cl:30])[CH2:15][O:16][CH2:17][CH:18]3[CH2:23][CH2:22][N:21]([CH2:43][C:44]([F:47])([F:46])[F:45])[CH2:20][CH2:19]3)=[O:12])=[CH:8][CH:9]=2)[NH:4][CH:3]=1 |f:1.2.3|. Procedure details: To a solution of 3-chloro-N-[1-(2-chlorophenyl)-2-(piperidin-4-ylmethoxy)ethyl]-1H-indole-6-carboxamide (700 mg, 1.6 mmol) in 5 mL of DMSO was added potassium carbonate (1.0 g, 7.9 mmol) and 2,2,2-trifluoroethyl trifluoromethane-sulfonate (364 mg, 1.6 mmol). The reaction was allowed to stir at room temperature overnight after which time water was added and the resulting precipitate was isolated by filtration. Purification of the filtrate (SiO2: 30% EtOAc in hexane) provided 250 mg (30%) of the t... Starting materials: C[C@@H]1CC[C@H]2[C@H](C(=O)O[C@H]3[C@@]24[C@H]1CC[C@@](O3)(OO4)C)C (Artemisinin), O=C[C@H](O)[C@@H](O)[C@H](O)[C@H](O)CO (dextrose), [BH4-].[Na+] (Sodium borohydride), C1(CCC(=O)O1)=O (succinic anhydride), resin. The solvent is O (water), C(C)(=O)O (acetic acid), O1CCOCC1 (1,4-dioxan). Conditions: temperature 25 celsius, time 2 hour. The product is C[C@@H]1CC[C@H]2[C@H]([C@@H](O[C@H]3[C@@]24[C@H]1CC[C@](O3)(OO4)C)OC(=O)CCC(=O)O)C (artesunic acid). As a reaction SMILES: [CH3:1][C@H:2]1[C@@H:12]2[CH2:13][CH2:14][C@:15]3([CH3:19])[O:17][O:18][C@:11]42[C@H:5]([C@@H:6]([CH3:20])[C:7]([O:9][C@@H:10]4[O:16]3)=[O:8])[CH2:4][CH2:3]1.O=C[C@@H]([C@H]([C@@H]([C@@H](CO)O)O)O)O.[BH4-].[Na+].[C:35]1(=[O:41])[O:40][C:38](=[O:39])[CH2:37][CH2:36]1>O1CCOCC1.C(O)(=O)C.O>[CH3:1][C@H:2]1[C@@H:12]2[CH2:13][CH2:14][C@@:15]3([CH3:19])[O:17][O:18][C@:11]42[C@H:5]([C@@H:6]([CH3:20])[C@H:7]([O:8][C:35]([CH2:36][CH2:37][C:38]([OH:40])=[O:39])=[O:41])[O:9][C@@H:10]4[O:16]3)[CH2:4][CH2:3]1 |f:2.3|. Procedure details: Artemisinin (500 mg) and polyhydroxy compound (dextrose, 2.5 g) are stirred in 1,4-dioxan (15 ml) at room temperature for 5 minutes. Sodium borohydride (2.5 g) is added slowly for 10 minutes and the reaction mixture is stirred for about 2 hours at room temperature (20-30° C.). After completion of the reaction (Checked by TLC), succinic anhydride (250 mg) and anion exchange (basic) resin (1.5 g) are added at room temperature and the reaction mixture is stirred further for 2 hours at room temperat...